From a dataset of the Open Reaction Database (ORD), a public repository of structured organic reaction records. describe an organic reaction: reactants, conditions, products, and yield Starting materials: Clc1ccn2nc(SCc3ccccc3)nc2n1, [Na], C1CCOC1, OCC(F)(F)F. The product is FC(F)(F)COc1ccn2nc(SCc3ccccc3)nc2n1. As a reaction SMILES: [CH2:8]([c:9]1[cH:10][cH:11][cH:12][cH:13][cH:14]1)[S:15][c:16]1[n:17][n:18]2[c:19]([n:20][c:21]([Cl:24])[cH:22][cH:23]2)[n:25]1.[Na:1].[O:26]1[CH2:27][CH2:28][CH2:29][CH2:30]1.[OH:2][CH2:3][C:4]([F:5])([F:6])[F:7]>>[O:2]([CH2:3][C:4]([F:5])([F:6])[F:7])[c:21]1[n:20][c:19]2[n:18]([n:17][c:16]([S:15][CH2:8][c:9]3[cH:10][cH:11][cH:12][cH:13][cH:14]3)[n:25]2)[cH:23][cH:22]1. The reactants are BrC1=CC2=C(SC(=C2C2=CC=CC=C2)C#N)C=C1 (5-bromo-2-cyano-3-phenylbenzo[ b]thiophene), [OH-].[Na+] (sodium hydroxide), B (borane), Cl (hydrochloric acid). Solvent: O1CCCC1 (tetrahydrofuran), O1CCCC1 (tetrahydrofuran). The product is Cl.NCC1=C(C2=C(S1)C=CC(=C2)Br)C2=CC=CC=C2 (2-Aminomethyl-5-bromo-3-phenylbenzo[ b]thiophene hydrochloride). As a reaction SMILES: [Br:1][C:2]1[CH:18]=[CH:17][C:5]2[S:6][C:7]([C:15]#[N:16])=[C:8]([C:9]3[CH:14]=[CH:13][CH:12]=[CH:11][CH:10]=3)[C:4]=2[CH:3]=1.B.[ClH:20].[OH-].[Na+]>O1CCCC1>[ClH:20].[NH2:16][CH2:15][C:7]1[S:6][C:5]2[CH:17]=[CH:18][C:2]([Br:1])=[CH:3][C:4]=2[C:8]=1[C:9]1[CH:10]=[CH:11][CH:12]=[CH:13][CH:14]=1 |f:3.4,6.7|. Reported procedure: Treat 1.4 g. 5-bromo-2-cyano-3-phenylbenzo[ b]thiophene (0.0045 mole) in 40 ml of tetrahydrofuran, with 10 ml of 1 molar borane in tetrahydrofuran. Reflux the solution for 11/2 hours. Slowly add 10 ml of 5% hydrochloric acid. Heat the mixture for 1/2 hour, cool and add sufficient sodium hydroxide solution to basicity. Extract the solution with ether and wash twice with water. Dry the ether layer (MgSO4), filter and mix with 50 ml of ether saturated with hydrogen chloride. Dry the precipitate to ... The reactants are CCOC=C(C(=O)OCC)C(=O)OCC, CCOC(=O)N1CCN(c2c(F)cc([N+](=O)[O-])c(NC3CC3)c2C)CC1. Product: CCOC(=O)C(=CN(c1c([N+](=O)[O-])cc(F)c(N2CCN(C(=O)OCC)CC2)c1C)C1CC1)C(=O)OCC. Reaction SMILES: [CH2:27]([O:28][CH:30]=[C:31]([C:32](=[O:33])[O:34][CH2:35][CH3:36])[C:37](=[O:38])[O:39][CH2:40][CH3:41])[CH3:29].[CH:1]1([NH:4][c:5]2[c:6]([CH3:26])[c:7]([N:15]3[CH2:16][CH2:17][N:18]([C:21](=[O:22])[O:23][CH2:24][CH3:25])[CH2:19][CH2:20]3)[c:8]([F:14])[cH:9][c:10]2[N+:11](=[O:12])[O-:13])[CH2:2][CH2:3]1>>[CH:1]1([N:4]([c:5]2[c:6]([CH3:26])[c:7]([N:15]3[CH2:16][CH2:17][N:18]([C:21](=[O:22])[O:23][CH2:24][CH3:25])[CH2:19][CH2:20]3)[c:8]([F:14])[cH:9][c:10]2[N+:11](=[O:12])[O-:13])[CH:30]=[C:31]([C:32](=[O:33])[O:34][CH2:35][CH3:36])[C:37](=[O:38])[O:39][CH2:40][CH3:41])[CH2:2][CH2:3]1. The reactants are ClC1=CC=C(C=C1)C=1OC=C(N1)C1(CCN(CC1)C)CN ((4-(2-(4-chlorophenyl)oxazol-4-yl)-1-methylpiperidin-4-yl)methanamine), FC(C1=NC(=NO1)C=1C=C(C(=O)O)C=CC1)(F)F (3-(5-(trifluoromethyl)-1,2,4-oxadiazol-3-yl)benzoic acid). The product is Cl.ClC1=CC=C(C=C1)C=1OC=C(N1)C1(CCN(CC1)C)CNC(C1=CC(=CC=C1)C1=NOC(=N1)C(F)(F)F)=O (N-((4-(2-(4-Chlorophenyl)oxazol-4-yl)-1-methylpiperidin-4-yl)methyl)-3-(5-(trifluoromethyl)-1,2,4-oxadiazol-3-yl)benzamide hydrochloride). The yield is 5.0%. RXN SMILES: [Cl:1][C:2]1[CH:7]=[CH:6][C:5]([C:8]2[O:9][CH:10]=[C:11]([C:13]3([CH2:20][NH2:21])[CH2:18][CH2:17][N:16]([CH3:19])[CH2:15][CH2:14]3)[N:12]=2)=[CH:4][CH:3]=1.[F:22][C:23]([F:39])([F:38])[C:24]1[O:28][N:27]=[C:26]([C:29]2[CH:30]=[C:31]([CH:35]=[CH:36][CH:37]=2)[C:32](O)=[O:33])[N:25]=1>>[ClH:1].[Cl:1][C:2]1[CH:7]=[CH:6][C:5]([C:8]2[O:9][CH:10]=[C:11]([C:13]3([CH2:20][NH:21][C:32](=[O:33])[C:31]4[CH:35]=[CH:36][CH:37]=[C:29]([C:26]5[N:25]=[C:24]([C:23]([F:39])([F:38])[F:22])[O:28][N:27]=5)[CH:30]=4)[CH2:14][CH2:15][N:16]([CH3:19])[CH2:17][CH2:18]3)[N:12]=2)=[CH:4][CH:3]=1 |f:2.3|. Procedure details: This compound was synthesized from (4-(2-(4-chlorophenyl)oxazol-4-yl)-1-methylpiperidin-4-yl)methanamine and 3-(5-(trifluoromethyl)-1,2,4-oxadiazol-3-yl)benzoic acid as described in example 96 step 3 (12 mg, yield 5%). 1H NMR (400 MHz, CDCl3) [free amine] δ 8.56 (s, 1H), 8.28-8.26 (d, J=7.7 Hz, 1H), 8.13-8.11 (d, J=7.6 Hz, 1H), 8.02-8.00 (d, J=8.5 Hz, 2H), 7.79-7.75 (m, 1H), 7.66-7.62 (d, J=7.2 Hz, 1H), 7.57 (s, 1H), 7.42-7.40 (d, J=8.2 Hz, 2H), 3.77-3.76 (d, J=4.7 Hz, 2H), 2.79-2.77 (m, 2H), 2....